This data is from the Open Reaction Database (ORD), a public repository of structured organic reaction records. The task is: describe an organic reaction: reactants, conditions, products, and yield Starting materials: COCCCl, [K+], [K+], O=[N+]([O-])c1ccc(Cl)c(O)c1, O=C([O-])[O-], CN(C)C=O. The product is COCCOc1cc([N+](=O)[O-])ccc1Cl. As a reaction SMILES: [CH3:12][O:13][CH2:14][CH2:15][Cl:16].[K+:17].[K+:18].[N+:1](=[O:2])([O-:3])[c:4]1[cH:5][cH:6][c:7]([Cl:11])[c:8]([OH:10])[cH:9]1.[O-:19][C:20]([O-:21])=[O:22].[O:23]=[CH:24][N:25]([CH3:26])[CH3:27]>>[N+:1](=[O:2])([O-:3])[c:4]1[cH:5][cH:6][c:7]([Cl:11])[c:8]([O:10][CH2:15][CH2:14][O:13][CH3:12])[cH:9]1. Reactants: FC(CN=C(NC1=NC(=NC=C1)CSCCC#N)N)(F)F (3-[4-(2-[2,2,2-trifluoroethyl]guanidino)pyrimid-2-ylmethylthio]propionitrile), C([O-])([O-])=O.[Na+].[Na+] (sodium carbonate). The solvent is S(O)(O)(=O)=O (sulphuric acid). Yields the product FC(CN=C(NC1=NC(=NC=C1)CSCCC(=O)N)N)(F)F (3-[4-(2-[2,2,2-trifluoroethyl]guanidino)pyrimid-2-ylmethylthio]propionamide). RXN SMILES: [F:1][C:2]([F:21])([F:20])[CH2:3][N:4]=[C:5]([NH2:19])[NH:6][C:7]1[CH:12]=[CH:11][N:10]=[C:9]([CH2:13][S:14][CH2:15][CH2:16][C:17]#[N:18])[N:8]=1.C(=O)([O-])[O-:23].[Na+].[Na+]>S(=O)(=O)(O)O>[F:21][C:2]([F:1])([F:20])[CH2:3][N:4]=[C:5]([NH2:19])[NH:6][C:7]1[CH:12]=[CH:11][N:10]=[C:9]([CH2:13][S:14][CH2:15][CH2:16][C:17]([NH2:18])=[O:23])[N:8]=1 |f:1.2.3|. Reported procedure: A solution of 3-[4-(2-[2,2,2-trifluoroethyl]guanidino)pyrimid-2-ylmethylthio]propionitrile (850 mg.) in concentrated sulphuric acid (4 ml.) was kept at 20° for 16 hours then added dropwise to saturated aqueous sodium carbonate. The mixture was extracted with EtOAc (3×20 ml.) and the extract dried (MgSO4) and evaporated in vacuo to give 3-[4-(2-[2,2,2-trifluoroethyl]guanidino)pyrimid-2-ylmethylthio]propionamide as an oil. The maleic acid salt was prepared in acetone (yield 720 mg; 60%), m.p. 168°... Reactants: BrC=1C=CC(=C(CN(CC)C2=NC=C(C=C2)C(=O)O)C1)OCCC (2-[N-(5-Bromo-2-propoxybenzyl)-N-ethylamino]pyridine-5-carboxylic acid), [OH-].[Na+] (sodium hydroxide). Solvent: C1CCOC1 (THF), CO (methanol). Reaction conditions: temperature 40 celsius. The product is BrC=1C=CC(=C(CN(CC)C2=NC=C(C=C2)C(=O)O)C1)O (2-[N-(5-Bromo-2-hydroxybenzyl)-N-ethylamino]pyridine-5-carboxylic acid). Yield: 88.0%. Reaction SMILES: [Br:1][C:2]1[CH:3]=[CH:4][C:5]([O:21]CCC)=[C:6]([CH:20]=1)[CH2:7][N:8]([C:11]1[CH:16]=[CH:15][C:14]([C:17]([OH:19])=[O:18])=[CH:13][N:12]=1)[CH2:9][CH3:10].[OH-].[Na+]>C1COCC1.CO>[Br:1][C:2]1[CH:3]=[CH:4][C:5]([OH:21])=[C:6]([CH:20]=1)[CH2:7][N:8]([C:11]1[CH:16]=[CH:15][C:14]([C:17]([OH:19])=[O:18])=[CH:13][N:12]=1)[CH2:9][CH3:10] |f:1.2|. Procedure: A solution of methyl 2-[N-(5-bromo-2-hydroxybenzyl)-N-ethylamino]pyridine-5-carboxylate (see reference example 1) (10.2 g, 0.55 mmol) in THF (3 ml) and methanol (5 ml) was treated with 1N aqueous sodium hydroxide solution (2.7 ml) and was heated to 40° C. for 24 hours. The solvents were evaporated at reduced pressure, the residue treated with 1N acetic acid (2.7 ml) and the precipitate filtered, washed with water and air dried to give the title compound (0.17 g, 92%). Starting materials: N([O])(S(=O)(=O)[O-])S(=O)(=O)[O-].[K+].[K+] (potassium nitrosodisulfonate), OC1=C(C(=O)CCCCC(=O)O)C(=CC(=C1C)C)C (5-(2'-Hydroxy-3',4',6'-trimethylbenzoyl)pentanoic acid), Cl (hydrochloric acid). Run in O (water), [OH-].[Na+] (NaOH). Reaction conditions: temperature 20 celsius. Yields the product CC=1C(C(=C(C(C1C)=O)C)C(CCCCC(=O)O)=O)=O (2,3,5-trimethyl-6-(5'-carboxy-1'-oxopentyl)-1,4-benzoquinone). As a reaction SMILES: [OH:1][C:2]1[C:16]([CH3:17])=[C:15]([CH3:18])[CH:14]=[C:13]([CH3:19])[C:3]=1[C:4]([CH2:6][CH2:7][CH2:8][CH2:9][C:10]([OH:12])=[O:11])=[O:5].N(S([O-])(=O)=O)(S([O-])(=O)=[O:23])[O].[K+].[K+].Cl>[OH-].[Na+].O>[CH3:17][C:16]1[C:2](=[O:1])[C:3]([C:4](=[O:5])[CH2:6][CH2:7][CH2:8][CH2:9][C:10]([OH:12])=[O:11])=[C:13]([CH3:19])[C:14](=[O:23])[C:15]=1[CH3:18] |f:1.2.3,5.6,^1:28|. Procedure: 5-(2'-Hydroxy-3',4',6'-trimethylbenzoyl)pentanoic acid (formula II-1 wherein R=H3C, X=H, Y=OH, n=4, in the free form) (0.048 part) was dissolved in 0.5% NaOH (3.3 volume parts) and, while the solution was stirred at 20° C., potassium nitrosodisulfonate (0.4 part) was added. The mixture was stirred for 10 minutes. Then, under cooling with ice, the reaction mixture was diluted with water (100 volume parts) and rendered acidic with dilute hydrochloric acid. It was then extracted with diethyl ether ... RXN SMILES: [CH2:25]([O:26][CH2:27][CH3:28])[CH3:29].[CH3:1][CH:2]([C:3]#[N:4])[c:5]1[cH:6][cH:7][c:8]2[c:9]([c:10](-[c:13]3[cH:14][cH:15][cH:16][cH:17][cH:18]3)[o:11][n:12]2)[cH:19]1.[CH3:22][CH2:23][OH:24].[Na+:21].[OH-:20]>>[CH3:1][CH:2]([C:3](=[O:20])[OH:24])[c:5]1[cH:6][cH:7][c:8]2[c:9]([c:10](-[c:13]3[cH:14][cH:15][cH:16][cH:17][cH:18]3)[o:11][n:12]2)[cH:19]1. Starting materials: CCOCC, CC(C#N)c1ccc2noc(-c3ccccc3)c2c1, CCO, [Na+], [OH-]. Yields the product CC(C(=O)O)c1ccc2noc(-c3ccccc3)c2c1. The reactants are ClC1=C(C=CC=C1)[C@@H](C)OC(NC=1C(=NOC1C1=C(C=C(C=C1)Br)Cl)C)=O ([5-(4-bromo-2-chloro-phenyl)-3-methyl-isoxazol-4-yl]-carbamic acid (R)-1-(2-chloro-phenyl)-ethyl ester), C(C)OC(CC1=CC=C(C=C1)B1OC(C(O1)(C)C)(C)C)=O ([4-(4,4,5,5-tetramethyl-[1,3,2]dioxaborolan-2-yl)-phenyl]-acetic acid ethyl ester). The product is C(C)OC(CC1=CC=C(C=C1)C1=CC(=C(C=C1)C1=C(C(=NO1)C)NC(=O)O[C@H](C)C1=C(C=CC=C1)Cl)Cl)=O ((3′-chloro-4′-{4-[(R)-1-(2-chloro-phenyl)-ethoxycarbonylamino]-3-methyl-isoxazol-5-yl}-biphenyl-4-yl)-acetic acid ethyl ester). RXN SMILES: [Cl:1][C:2]1[CH:7]=[CH:6][CH:5]=[CH:4][C:3]=1[C@H:8]([O:10][C:11](=[O:27])[NH:12][C:13]1[C:14]([CH3:26])=[N:15][O:16][C:17]=1[C:18]1[CH:23]=[CH:22][C:21](Br)=[CH:20][C:19]=1[Cl:25])[CH3:9].[CH2:28]([O:30][C:31](=[O:48])[CH2:32][C:33]1[CH:38]=[CH:37][C:36](B2OC(C)(C)C(C)(C)O2)=[CH:35][CH:34]=1)[CH3:29]>>[CH2:28]([O:30][C:31](=[O:48])[CH2:32][C:33]1[CH:38]=[CH:37][C:36]([C:21]2[CH:22]=[CH:23][C:18]([C:17]3[O:16][N:15]=[C:14]([CH3:26])[C:13]=3[NH:12][C:11]([O:10][C@@H:8]([C:3]3[CH:4]=[CH:5][CH:6]=[CH:7][C:2]=3[Cl:1])[CH3:9])=[O:27])=[C:19]([Cl:25])[CH:20]=2)=[CH:35][CH:34]=1)[CH3:29]. Procedure details: Following the procedure described in Example 36, Step 6, [5-(4-bromo-2-chloro-phenyl)-3-methyl-isoxazol-4-yl]-carbamic acid (R)-1-(2-chloro-phenyl)-ethyl ester and [4-(4,4,5,5-tetramethyl-[1,3,2]dioxaborolan-2-yl)-phenyl]-acetic acid ethyl ester were reacted to provide (3′-chloro-4′-{4-[(R)-1-(2-chloro-phenyl)-ethoxycarbonylamino]-3-methyl-isoxazol-5-yl}-biphenyl-4-yl)-acetic acid ethyl ester, which was hydrolyzed to the acid as described in Example 36, Step 7. The reactants are CN[C@H]1CC[C@H](C2=C1C=CC=C2)C=3C=CC(=C(C3)Cl)Cl (Sertraline), C(C)(C)O (Isopropanol), Cl (hydrogen chloride). Run in CC(=O)C (acetone). Run at time 8 hour. Yields the product CN[C@H]1CC[C@H](C2=C1C=CC=C2)C=3C=CC(=C(C3)Cl)Cl.Cl (sertraline hydrochloride), II. Isolated yield 77.6%. RXN SMILES: [CH3:1][NH:2][C@@H:3]1[C:8]2[CH:9]=[CH:10][CH:11]=[CH:12][C:7]=2[C@H:6]([C:13]2[CH:14]=[CH:15][C:16]([Cl:20])=[C:17]([Cl:19])[CH:18]=2)[CH2:5][CH2:4]1.C(O)(C)C.[ClH:25]>CC(C)=O>[CH3:1][NH:2][C@@H:3]1[C:8]2[CH:9]=[CH:10][CH:11]=[CH:12][C:7]=2[C@H:6]([C:13]2[CH:14]=[CH:15][C:16]([Cl:20])=[C:17]([Cl:19])[CH:18]=2)[CH2:5][CH2:4]1.[ClH:25] |f:4.5|. Reported procedure: Sertraline base (3 g) was dissolved in acetone (10 mL). Isopropanol containing hydrogen chloride (20 mL) was added to the solution until the pH is ˜2. The stirring was continued overnight at room temperature. The resulting solid was filtered, washed with acetone and dried to yield sertraline hydrochloride Form II (2.61 g, yield 77.6%). Starting materials: CCOC(=O)CN(C1CC1)C(C)C(=O)N1CCCC1CCc1cc2ccc(C#N)cc2n1CC, CCOC(=O)CBr, CC#N, CCN(C(C)C)C(C)C. Yields the product CCOC(=O)CN(C1CC1)C(C)C(=O)N1CCCC1CCc1cc2ccc(C(=N)N)cc2n1CC. As a reaction SMILES: [C:1](#[N:2])[c:3]1[cH:4][cH:5][c:6]2[cH:7][c:8]([CH2:14][CH2:15][CH:16]3[N:17]([C:21]([CH:22]([CH3:23])[N:24]([CH2:25][C:26](=[O:27])[O:28][CH2:29][CH3:30])[CH:31]4[CH2:32][CH2:33]4)=[O:34])[CH2:18][CH2:19][CH2:20]3)[n:9]([CH2:12][CH3:13])[c:10]2[cH:11]1.[CH2:44]([O:45][C:46](=[O:47])[CH2:48][Br:49])[CH3:50].[CH3:51][C:52]#[N:53].[CH:35]([N:38]([CH:36]([CH3:37])[CH3:39])[CH2:40][CH3:41])([CH3:42])[CH3:43]>>[C:1]([NH2:2])([c:3]1[cH:4][cH:5][c:6]2[cH:7][c:8]([CH2:14][CH2:15][CH:16]3[N:17]([C:21]([CH:22]([CH3:23])[N:24]([CH2:25][C:26](=[O:27])[O:28][CH2:29][CH3:30])[CH:31]4[CH2:32][CH2:33]4)=[O:34])[CH2:18][CH2:19][CH2:20]3)[n:9]([CH2:12][CH3:13])[c:10]2[cH:11]1)=[NH:38]. Reactants: CC(=O)[O-], CCON, CC(=O)O, CCO, Cl, [Na+], O, O, O, CCCC(=O)C1=C(O)CC(c2cccnc2)CC1=O. Yields the product CCCC(=NOCC)C1=C(O)CC(c2cccnc2)CC1=O. As a reaction SMILES: [C:28]([O-:29])(=[O:30])[CH3:31].[CH2:21]([CH3:22])[O:23][NH2:24].[CH3:33][C:34](=[O:35])[OH:36].[CH3:37][CH2:38][OH:39].[ClH:20].[Na+:32].[OH2:25].[OH2:26].[OH2:27].[OH:1][C:2]1=[C:3]([C:15]([CH2:16][CH2:17][CH3:18])=[O:19])[C:4](=[O:14])[CH2:5][CH:6]([c:8]2[cH:9][n:10][cH:11][cH:12][cH:13]2)[CH2:7]1>>[OH:1][C:2]1=[C:3]([C:15]([CH2:16][CH2:17][CH3:18])=[N:24][O:23][CH2:21][CH3:22])[C:4](=[O:14])[CH2:5][CH:6]([c:8]2[cH:9][n:10][cH:11][cH:12][cH:13]2)[CH2:7]1.